This data is from the Open Reaction Database (ORD), a public repository of structured organic reaction records. The task is: describe an organic reaction: reactants, conditions, products, and yield Reactants: O=C([O-])O, COCCOC, [Li]CCCC, COc1cccc2c1CCCC2=O, CC(C)NC(C)C, CC(C)[N-]C(C)C, CCCCI, [Li+], [Na+]. Yields the product CCCCC1CCc2c(OC)cccc2C1=O. Reaction SMILES: [C:39](=[O:40])([OH:41])[O-:42].[CH2:44]([CH2:45][O:46][CH3:47])[O:48][CH3:49].[CH2:9]([CH2:10][CH2:11][CH3:12])[Li:13].[CH3:21][O:22][c:23]1[c:24]2[c:29]([cH:30][cH:31][cH:32]1)[C:28](=[O:33])[CH2:27][CH2:26][CH2:25]2.[CH:14]([NH:15][CH:16]([CH3:17])[CH3:18])([CH3:19])[CH3:20].[CH:1]([N-:2][CH:3]([CH3:4])[CH3:5])([CH3:6])[CH3:7].[I:34][CH2:35][CH2:36][CH2:37][CH3:38].[Li+:8].[Na+:43]>>[CH2:9]([CH2:10][CH2:11][CH3:12])[CH:27]1[CH2:26][CH2:25][c:24]2[c:23]([O:22][CH3:21])[cH:32][cH:31][cH:30][c:29]2[C:28]1=[O:33]. Product: COc1cc(OC)c2c(c1Br)CCC2=O. Starting materials: O=C1CCC(=O)N1Br, COc1cc2c(c(OC)c1)C(=O)CC2, ClC(Cl)Cl, ClCCl. Reaction SMILES: [Br:15][N:16]1[C:17](=[O:18])[CH2:19][CH2:20][C:21]1=[O:22].[CH3:1][O:2][c:3]1[cH:4][c:5]2[c:9]([c:10]([O:12][CH3:13])[cH:11]1)[C:8](=[O:14])[CH2:7][CH2:6]2.[CH:23]([Cl:24])([Cl:25])[Cl:26].[Cl:27][CH2:28][Cl:29]>>[CH3:1][O:2][c:3]1[c:4]([Br:15])[c:5]2[c:9]([c:10]([O:12][CH3:13])[cH:11]1)[C:8](=[O:14])[CH2:7][CH2:6]2. The reactants are BrCN1C(C2=CC=CC=C2C(N1)=O)CC(=O)OCC (ethyl 2-bromomethyl-4-oxo-3H-phthalazine-1-yl-acetate), [N-]=[N+]=[N-].[Na+] (sodium azide), CC(=O)C (acetone). The reagents and catalysts are [I-].[K+] (potassium iodide). Solvent: O (water). Product: N(=[N+]=[N-])CN1C(C2=CC=CC=C2C(N1)=O)CC(=O)OCC (Ethyl 2-azidomethyl-4-oxo-3H-phthalazin-1-ylacetate). The yield is 96.1%. As a reaction SMILES: Br[CH2:2][N:3]1[NH:12][C:11](=[O:13])[C:10]2[C:5](=[CH:6][CH:7]=[CH:8][CH:9]=2)[CH:4]1[CH2:14][C:15]([O:17][CH2:18][CH3:19])=[O:16].[N-:20]=[N+:21]=[N-:22].[Na+].CC(C)=O>[I-].[K+].O>[N:20]([CH2:2][N:3]1[NH:12][C:11](=[O:13])[C:10]2[C:5](=[CH:6][CH:7]=[CH:8][CH:9]=2)[CH:4]1[CH2:14][C:15]([O:17][CH2:18][CH3:19])=[O:16])=[N+:21]=[N-:22] |f:1.2,4.5|. Procedure: A mixture of ethyl 2-bromomethyl-4-oxo-3H-phthalazine-1-yl-acetate (2.0 g), sodium azide (0.4 g), acetone (20 ml), water (2 ml) and a catalytic amount of potassium iodide (10 mg) was stirred at room temperature for 4 hours. The mixture was concentrated under vacuum to remove the solvents and obtain the title product as a white solid (1.7 g). Reactants: ClC1=CC(=NC(=N1)N1N=C(C=C1)C(F)(F)F)OC (6-chloro-4-methoxy-2-(3-trifluoromethyl-pyrazol-1-yl)-pyrimidine), C1(=CC=CC=C1)B(O)O (phenyl boronic acid), C1(=CC=CC=C1)P(C1=CC=CC=C1)C1=CC=CC=C1 (triphenyl phosphine), C([O-])([O-])=O.[Na+].[Na+] (sodium carbonate). Reagents/catalysts: C(C)(=O)[O-].[Pd+2].C(C)(=O)[O-] (palladium acetate). The solvent is O (Water), C1CCOC1 (THF). Run at temperature 60 celsius, time 3 hour. The product is COC1=NC(=NC(=C1)C1=CC=CC=C1)N1N=C(C=C1)C(F)(F)F (4-methoxy-6-phenyl-2-(3-trifluoromethyl-pyrazol-1-yl)-pyrimidine). The yield is 95.0%. RXN SMILES: Cl[C:2]1[N:7]=[C:6]([N:8]2[CH:12]=[CH:11][C:10]([C:13]([F:16])([F:15])[F:14])=[N:9]2)[N:5]=[C:4]([O:17][CH3:18])[CH:3]=1.[C:19]1(B(O)O)[CH:24]=[CH:23][CH:22]=[CH:21][CH:20]=1.C1(P(C2C=CC=CC=2)C2C=CC=CC=2)C=CC=CC=1.C(=O)([O-])[O-].[Na+].[Na+]>C1COCC1.C([O-])(=O)C.[Pd+2].C([O-])(=O)C.O>[CH3:18][O:17][C:4]1[CH:3]=[C:2]([C:19]2[CH:24]=[CH:23][CH:22]=[CH:21][CH:20]=2)[N:7]=[C:6]([N:8]2[CH:12]=[CH:11][C:10]([C:13]([F:16])([F:15])[F:14])=[N:9]2)[N:5]=1 |f:3.4.5,7.8.9|. Procedure details: To a solution of compound 305 (670 mg, 2.4 mmol) in dry THF (11 mL) were added phenyl boronic acid 306b (439 mg, 3.6 mmol), palladium acetate (7 mg, 0.03 mmol), triphenyl phosphine (16 mg, 0.06 mmol), and sodium carbonate (4.8 mg). The mixture was stirred at 60° C. for 3 hrs. The solution was then cooled down to room temperature. Water and TBDME were added. Organics were washed with water, dried over Na2SO4, filtered, concentrated under reduced pressure, and purified by silica gel chromatography... Reactants: [Si](C1=CC=CC=C1)(C1=CC=CC=C1)(C(C)(C)C)OCC(C)(C)C1=NN(C(=C1)NC(=O)N[C@H]1CC[C@H](C2=CC=CC=C12)OC=1C=CC=2N(C1)C(=NN2)N2[C@H](CCCC2)C)C2=CC(=CC=C2)OCCO (1-{3-(1-{[tert-Butyl(diphenyl)silyl]oxy}-2-methylpropan-2-yl)-1-[3-(2-hydroxyethoxy)phenyl]-1H-pyrazol-5-yl}-3-[(1S,4R)-4-({3-[(2S)-2-methylpiperidin-1-yl][1,2,4]triazolo[4,3-a]pyridin-6-yl}oxy)-1,2,3,4-tetrahydronaphthalen-1-yl]urea), CCN(C(C)C)C(C)C (DIPEA), CS(=O)(=O)Cl (methanesulfonyl chloride). Run in C(Cl)Cl (DCM), C([O-])(O)=O.[Na+] (sodium bicarbonate), C(Cl)Cl (DCM). The product is CS(=O)(=O)OCCOC1=CC(=CC=C1)N1N=C(C=C1NC(N[C@H]1CC[C@H](C2=CC=CC=C12)OC=1C=CC=2N(C1)C(=NN2)N2[C@H](CCCC2)C)=O)C(CO[Si](C2=CC=CC=C2)(C2=CC=CC=C2)C(C)(C)C)(C)C (2-{3-[3-(1-{[tert-Butyl(diphenyl)silyl]oxy}-2-methylpropan-2-yl)-5-({[(1S,4R)-4-({3-[(2S)-2-methylpiperidin-1-yl][1,2,4]triazolo[4,3-a]pyridin-6-yl}oxy)-1,2,3,4-tetrahydronaphthalen-1-yl]carbamoyl}amino)-1H-pyrazol-1-yl]phenoxy}ethyl methanesulfonate). Yield: 57.6%. RXN SMILES: [Si:1]([O:18][CH2:19][C:20]([C:23]1[CH:27]=[C:26]([NH:28][C:29]([NH:31][C@@H:32]2[C:41]3[C:36](=[CH:37][CH:38]=[CH:39][CH:40]=3)[C@H:35]([O:42][C:43]3[CH:44]=[CH:45][C:46]4[N:47]([C:49]([N:52]5[CH2:57][CH2:56][CH2:55][CH2:54][C@@H:53]5[CH3:58])=[N:50][N:51]=4)[CH:48]=3)[CH2:34][CH2:33]2)=[O:30])[N:25]([C:59]2[CH:64]=[CH:63][CH:62]=[C:61]([O:65][CH2:66][CH2:67][OH:68])[CH:60]=2)[N:24]=1)([CH3:22])[CH3:21])([C:14]([CH3:17])([CH3:16])[CH3:15])([C:8]1[CH:13]=[CH:12][CH:11]=[CH:10][CH:9]=1)[C:2]1[CH:7]=[CH:6][CH:5]=[CH:4][CH:3]=1.CCN(C(C)C)C(C)C.[CH3:78][S:79](Cl)(=[O:81])=[O:80]>C(Cl)Cl.C(=O)(O)[O-].[Na+]>[CH3:78][S:79]([O:68][CH2:67][CH2:66][O:65][C:61]1[CH:62]=[CH:63][CH:64]=[C:59]([N:25]2[C:26]([NH:28][C:29](=[O:30])[NH:31][C@@H:32]3[C:41]4[C:36](=[CH:37][CH:38]=[CH:39][CH:40]=4)[C@H:35]([O:42][C:43]4[CH:44]=[CH:45][C:46]5[N:47]([C:49]([N:52]6[CH2:57][CH2:56][CH2:55][CH2:54][C@@H:53]6[CH3:58])=[N:50][N:51]=5)[CH:48]=4)[CH2:34][CH2:33]3)=[CH:27][C:23]([C:20]([CH3:21])([CH3:22])[CH2:19][O:18][Si:1]([C:14]([CH3:16])([CH3:15])[CH3:17])([C:8]3[CH:13]=[CH:12][CH:11]=[CH:10][CH:9]=3)[C:2]3[CH:3]=[CH:4][CH:5]=[CH:6][CH:7]=3)=[N:24]2)[CH:60]=1)(=[O:81])=[O:80] |f:4.5|. Procedure details: A solution of Intermediate 153h (214 mg, 0.23 mmol) in DCM (2.3 mL) was treated with DIPEA (0.12 mL, 0.69 mmol) then methanesulfonyl chloride (0.037 mL, 0.48 mmol). After 30 mins the mixture was diluted with DCM and saturated aqueous sodium bicarbonate solution. The phases were separated and the aqueous layer was extracted with DCM (×2). The combined organic phase was washed with water, saturated aqueous sodium bicarbonate solution and brine, dried (Na2SO4) and concentrated in vacuo to an orange... The reactants are N1=CC=CC=C1 (pyridine), C(C)(=O)OC(C)=O (acetic anhydride), ClC1=CC=C(C=C1)C(N1CC(C1)=CS(=O)(=O)CC=1C=C(C=CC1)N1CCNCC1)C1=CC=C(C=C1)Cl (1-[3-({1-[bis-(4-chlorophenyl)methyl]azetidin-3-ylidene}methanesulfonylmethyl)phenyl]piperazine). The solvent is C(C)(=O)OCC (ethyl acetate), O (water). Run at time 23 hour. Yields the product C(C)(=O)N1CCN(CC1)C1=CC(=CC=C1)CS(=O)(=O)C=C1CN(C1)C(C1=CC=C(C=C1)Cl)C1=CC=C(C=C1)Cl (4-acetyl 1-[3-({1-[bis-(4-chlorophenyl)methyl]azetidin-3-ylidene}methanesulfonylmethyl)phenyl]piperazine). Yield: 89.4%. RXN SMILES: N1C=CC=CC=1.C(O[C:11](=[O:13])[CH3:12])(=O)C.[Cl:14][C:15]1[CH:20]=[CH:19][C:18]([CH:21]([C:43]2[CH:48]=[CH:47][C:46]([Cl:49])=[CH:45][CH:44]=2)[N:22]2[CH2:25][C:24](=[CH:26][S:27]([CH2:30][C:31]3[CH:32]=[C:33]([N:37]4[CH2:42][CH2:41][NH:40][CH2:39][CH2:38]4)[CH:34]=[CH:35][CH:36]=3)(=[O:29])=[O:28])[CH2:23]2)=[CH:17][CH:16]=1>C(OCC)(=O)C.O>[C:11]([N:40]1[CH2:41][CH2:42][N:37]([C:33]2[CH:34]=[CH:35][CH:36]=[C:31]([CH2:30][S:27]([CH:26]=[C:24]3[CH2:23][N:22]([CH:21]([C:18]4[CH:17]=[CH:16][C:15]([Cl:14])=[CH:20][CH:19]=4)[C:43]4[CH:48]=[CH:47][C:46]([Cl:49])=[CH:45][CH:44]=4)[CH2:25]3)(=[O:28])=[O:29])[CH:32]=2)[CH2:38][CH2:39]1)(=[O:13])[CH3:12]. Procedure details: 2 cm3 of pyridine and then 11.5 mg of acetic anhydride are successively added, at a temperature close to 20° C., to 54 mg of 1-[3-({1-[bis-(4-chlorophenyl)methyl]azetidin-3-ylidene}methanesulfonylmethyl)phenyl]piperazine. After stirring for 23 hours at a temperature close to 20° C., the reaction medium is concentrated to dryness under reduced pressure (1 kPa) at a temperature close to 30° C. The residue obtained is taken up in 5 cm3 of ethyl acetate and 2 cm3 of water. After separating after set...